Dataset: the Open Reaction Database (ORD), a public repository of structured organic reaction records. Task: describe an organic reaction: reactants, conditions, products, and yield Reactants: CC(=O)OC(C)=O, ClC(Cl)Cl, Nc1nc2sc3c(c2c(=O)[nH]1)CCCC3, O=P(Cl)(Cl)Cl. The product is Nc1nc(Cl)c2c3c(sc2n1)CCCC3. RXN SMILES: [C:25]([O:26][C:27](=[O:28])[CH3:29])(=[O:30])[CH3:31].[Cl:21][CH:22]([Cl:23])[Cl:24].[NH2:1][c:2]1[nH:3][c:4](=[O:15])[c:5]2[c:6]([n:7]1)[s:8][c:9]1[c:10]2[CH2:11][CH2:12][CH2:13][CH2:14]1.[P:16]([Cl:17])([Cl:18])([Cl:19])=[O:20]>>[NH2:1][c:2]1[n:3][c:4]([Cl:18])[c:5]2[c:6]([n:7]1)[s:8][c:9]1[c:10]2[CH2:11][CH2:12][CH2:13][CH2:14]1. Starting materials: C(C)(=O)[O-].[Na+] (sodium acetate), C(C1=CC=CC=C1)N1C(=NC(=C1C(=O)OCC)C(=O)OCC)CBr (diethyl 1-benzyl-2-bromomethylimidazole-4,5-dicarboxylate), C(C)(=O)OCC (ethyl acetate), O (water). Solvent: CN(C=O)C (dimethylformamide). Run at temperature 40 celsius. Yields the product C(C)(=O)OCC=1N(C(=C(N1)C(=O)OCC)C(=O)OCC)CC1=CC=CC=C1 (Diethyl 2-acetoxymethyl-1-benzylimidazole-4,5-dicarboxylate). Yield: 60.1%. RXN SMILES: [C:1]([O-:4])(=[O:3])[CH3:2].[Na+].[CH2:6]([N:13]1[C:17]([C:18]([O:20][CH2:21][CH3:22])=[O:19])=[C:16]([C:23]([O:25][CH2:26][CH3:27])=[O:24])[N:15]=[C:14]1[CH2:28]Br)[C:7]1[CH:12]=[CH:11][CH:10]=[CH:9][CH:8]=1.C(OCC)(=O)C.O>CN(C)C=O>[C:1]([O:4][CH2:28][C:14]1[N:13]([CH2:6][C:7]2[CH:12]=[CH:11][CH:10]=[CH:9][CH:8]=2)[C:17]([C:18]([O:20][CH2:21][CH3:22])=[O:19])=[C:16]([C:23]([O:25][CH2:26][CH3:27])=[O:24])[N:15]=1)(=[O:3])[CH3:2] |f:0.1|. Procedure details: 1.11 g of sodium acetate were added to a solution of 2.67 g of diethyl11-benzyl-2-bromomethylimidazole-4,5-dicarboxylate [prepared as described in Preparation 42(ii)] in 30 ml of dimethylformamide, and the resulting mixture was heated at 40° C. for 5 hours. At the end of this time, the reaction solution was mixed with ethyl acetate and water, and then the ethyl acetate layer was separated. The resulting ethyl acetate extract was washed with an aqueous solution of sodium chloride and then dried o...